Dataset: the Open Reaction Database (ORD), a public repository of structured organic reaction records. Task: describe an organic reaction: reactants, conditions, products, and yield The reactants are Cl.Cl.C(C1=CC=CC=C1)N1CCC2(CNC2)CC1 (7-Benzyl-2,7-diazaspiro[3.5]nonane dihydrochloride), FC1=CC=C(C=C1)C1(C(N(CC1)CC(=O)O)=O)C1=CC=C(C=C1)F (2-(3,3-Bis(4-fluorophenyl)-2-oxopyrrolidin-1-yl)acetic acid), C(C)N=C=NCCCN(C)C (N1-((ethylimino)methylene)-N3,N3-dimethylpropane-1,3-diamine), CN1CCOCC1 (N-methylmorpholine). Run in ClCCl (dichloromethane), ClCCl (dichloromethane). Conditions: time 8 hour. Product: C(C1=CC=CC=C1)N1CCC2(CN(C2)C(CN2C(C(CC2)(C2=CC=C(C=C2)F)C2=CC=C(C=C2)F)=O)=O)CC1 (1-(2-(7-Benzyl-2,7-diazaspiro[3.5]nonan-2-yl)-2-oxoethyl)-3,3-bis(4-fluorophenyl)pyrrolidin-2-one). RXN SMILES: Cl.Cl.[CH2:3]([N:10]1[CH2:18][CH2:17][C:13]2([CH2:16][NH:15][CH2:14]2)[CH2:12][CH2:11]1)[C:4]1[CH:9]=[CH:8][CH:7]=[CH:6][CH:5]=1.[F:19][C:20]1[CH:25]=[CH:24][C:23]([C:26]2([C:36]3[CH:41]=[CH:40][C:39]([F:42])=[CH:38][CH:37]=3)[CH2:30][CH2:29][N:28]([CH2:31][C:32](O)=[O:33])[C:27]2=[O:35])=[CH:22][CH:21]=1.C(N=C=NCCCN(C)C)C.CN1CCOCC1>ClCCl>[CH2:3]([N:10]1[CH2:11][CH2:12][C:13]2([CH2:16][N:15]([C:32](=[O:33])[CH2:31][N:28]3[CH2:29][CH2:30][C:26]([C:23]4[CH:24]=[CH:25][C:20]([F:19])=[CH:21][CH:22]=4)([C:36]4[CH:37]=[CH:38][C:39]([F:42])=[CH:40][CH:41]=4)[C:27]3=[O:35])[CH2:14]2)[CH2:17][CH2:18]1)[C:4]1[CH:5]=[CH:6][CH:7]=[CH:8][CH:9]=1 |f:0.1.2|. Procedure: 7-Benzyl-2,7-diazaspiro[3.5]nonane dihydrochloride from Example 7F (0.237 g, 0.749 mmol), the product from Example 14D (0.248 g, 0.749 mmol), N1-((ethylimino)methylene)-N3,N3-dimethylpropane-1,3-diamine (0.199 ml, 1.123 mmol) and N-methylmorpholine (0.247 ml, 2.247 mmol) were stirred together in dichloromethane (2 mL). After stirring overnight, the reaction mixture was diluted with dichloromethane (20 mL) and washed with 1 N HCl (10 mL), brine (10 mL), dried over magnesium sulfate and concentrat... Reactants: C1(CCCC1)C1=C(CO)C=CC=C1 (2-cyclopentylbenzyl alcohol), P(Br)(Br)Br (PBr3). The solvent is C(Cl)Cl (CH2Cl2). Yields the product C1(CCCC1)C1=C(CBr)C=CC=C1 (2-cyclopentylbenzyl bromide). Yield: 93.0%. RXN SMILES: [CH:1]1([C:6]2[CH:13]=[CH:12][CH:11]=[CH:10][C:7]=2[CH2:8]O)[CH2:5][CH2:4][CH2:3][CH2:2]1.P(Br)(Br)[Br:15]>C(Cl)Cl>[CH:1]1([C:6]2[CH:13]=[CH:12][CH:11]=[CH:10][C:7]=2[CH2:8][Br:15])[CH2:5][CH2:4][CH2:3][CH2:2]1. Procedure: According to example 17, 5.47 g of 2-cyclopentylbenzyl alcohol was treated with 1.03 mL of PBr3 in 25 mL of anhydrous CH2Cl2 to afford 6.9 g (93%) of 2-cyclopentylbenzyl bromide as a clear liquid. Starting materials: ClC1=CC=C(C=C1)C(C#N)C(=O)C1CC1 (2-(4-Chlorophenyl)-3-cyclopropyl-3-oxopropanenitrile), O.NN (hydrazine hydrate), C(C)(=O)O (acetic acid). Run in C1(=CC=CC=C1)C (toluene). Reaction conditions: time 16 hour. The product is ClC1=CC=C(C=C1)C=1C(=NNC1N)C1CC1 (4-(4-chlorophenyl)-3-cyclopropyl-1H-pyrazol-5-amine). As a reaction SMILES: [Cl:1][C:2]1[CH:7]=[CH:6][C:5]([CH:8]([C:11]([CH:13]2[CH2:15][CH2:14]2)=O)[C:9]#[N:10])=[CH:4][CH:3]=1.O.[NH2:17][NH2:18].C(O)(=O)C>C1(C)C=CC=CC=1>[Cl:1][C:2]1[CH:3]=[CH:4][C:5]([C:8]2[C:11]([CH:13]3[CH2:14][CH2:15]3)=[N:17][NH:18][C:9]=2[NH2:10])=[CH:6][CH:7]=1 |f:1.2|. Procedure details: 2-(4-Chlorophenyl)-3-cyclopropyl-3-oxopropanenitrile(7.74 g), hydrazine hydrate (3.5 mL) and acetic acid (7.5 mL) are dissolved in a toluene solvent and stirred for 16 hours while heating. Upon completion of reaction, after cooling to room temperature, the solvent is removed by distillation under reduced pressure. The remainder is extracted with water and ethyl acetate. The extracted organic layer is dehydrated and distilled under reduced pressure. The remainder is purified by column chromatogra... The reactants are COC(=O)C1=NN(C=C1)C1CCN(CC1)C(=O)OC(C)(C)C (1,1-dimethylethyl 4-[3-(methoxycarbonyl)-1H-pyrazol-1-yl]-1-piperidinecarboxylate), COC(=O)C1=NN(C=C1)C1CCN(CC1)C(=O)OC(C)(C)C (1,1-dimethylethyl 4-[3-(methoxycarbonyl)-1H-pyrazol-1-yl]-1-piperidinecarboxylate), solution, Cl (hydrogen chloride). Solvent: C(C)OCC (diethyl ether), CCOCC (ether). Conditions: time 5 hour. Yields the product Cl.N1CCC(CC1)N1N=C(C=C1)C(=O)OC (methyl 1-(4-piperidinyl)-1H-pyrazole-3-carboxylate monohydrochloride). RXN SMILES: [CH3:1][O:2][C:3]([C:5]1[CH:9]=[CH:8][N:7]([CH:10]2[CH2:15][CH2:14][N:13](C(OC(C)(C)C)=O)[CH2:12][CH2:11]2)[N:6]=1)=[O:4].[ClH:23]>C(OCC)C>[ClH:23].[NH:13]1[CH2:14][CH2:15][CH:10]([N:7]2[CH:8]=[CH:9][C:5]([C:3]([O:2][CH3:1])=[O:4])=[N:6]2)[CH2:11][CH2:12]1 |f:3.4|. Procedure details: To a solution of 1,1-dimethylethyl 4-[3-(methoxycarbonyl)-1H-pyrazol-1-yl]-1-piperidinecarboxylate (300 mg, 0.97 mmol) (i.e. the product of Example 18, Step B) in 5 mL of diethyl ether was added a 2 M solution of hydrogen chloride in ether (4.85 mL, 9.7 mmol), and the reaction mixture was stirred for 5 h at room temperature. The reaction mixture was evaporated in vacuo, the resulting residue was dissolved in methanol and concentrated in vacuo. The residue was dried in high vacuum to give 200 mg ... Reactants: COC(=O)c1cc2c([nH]1)CCC2c1cccc(C#N)c1, C1CCOC1, CO, [Li+], [OH-]. Product: N#Cc1cccc(C2CCc3[nH]c(C(=O)O)cc32)c1. As a reaction SMILES: [C:1](#[N:2])[c:3]1[cH:4][c:5]([CH:9]2[CH2:10][CH2:11][c:12]3[nH:13][c:14]([C:17](=[O:18])[O:19][CH3:20])[cH:15][c:16]32)[cH:6][cH:7][cH:8]1.[CH2:23]1[O:24][CH2:25][CH2:26][CH2:27]1.[CH3:28][OH:29].[Li+:21].[OH-:22]>>[C:1](#[N:2])[c:3]1[cH:4][c:5]([CH:9]2[CH2:10][CH2:11][c:12]3[nH:13][c:14]([C:17](=[O:18])[OH:19])[cH:15][c:16]32)[cH:6][cH:7][cH:8]1. Starting materials: ClC(Cl)Cl, O=c1c2c([nH]n1-c1ccc(Cl)cc1F)CCCC2, O=P(Cl)(Cl)Cl. Product: Fc1cc(Cl)ccc1-n1nc2c(c1Cl)CCCC2. As a reaction SMILES: [CH:24]([Cl:25])([Cl:26])[Cl:27].[Cl:1][c:2]1[cH:3][c:4]([F:18])[c:5](-[n:8]2[nH:9][c:10]3[c:15]([c:16]2=[O:17])[CH2:14][CH2:13][CH2:12][CH2:11]3)[cH:6][cH:7]1.[P:19]([Cl:20])([Cl:21])([Cl:22])=[O:23]>>[Cl:1][c:2]1[cH:3][c:4]([F:18])[c:5](-[n:8]2[n:9][c:10]3[c:15]([c:16]2[Cl:21])[CH2:14][CH2:13][CH2:12][CH2:11]3)[cH:6][cH:7]1.